This data is from the Open Reaction Database (ORD), a public repository of structured organic reaction records. The task is: describe an organic reaction: reactants, conditions, products, and yield Starting materials: FC1=C(C=CC(=C1)F)[C@]1(OC1)[C@H](C)O ((1S)-1-[(2R)-2-(2,4-difluorophenyl)-2-oxiranyl]ethanol), COC1=CC=C(C=C1)N1C(NC=C1)=O (1-(4-methoxyphenyl)-2(1H,3H)-imidazolone). Product: FC1=C(C=CC(=C1)F)[C@]1([C@@H](C)N2C(N(C=C2)C2=CC=C(C=C2)OC)=O)CO1 (1-[(1R,2S)-2-(2,4-difluorophenyl)-2,3-epoxy-1-methylpropyl]-3-(4-methoxyphenyl)-2(1H,3H)-imidazolone). The yield is 25.0%. Reaction SMILES: [F:1][C:2]1[CH:7]=[C:6]([F:8])[CH:5]=[CH:4][C:3]=1[C@:9]1([C@@H:12](O)[CH3:13])[CH2:11][O:10]1.[CH3:15][O:16][C:17]1[CH:22]=[CH:21][C:20]([N:23]2[CH:27]=[CH:26][NH:25][C:24]2=[O:28])=[CH:19][CH:18]=1>>[F:1][C:2]1[CH:7]=[C:6]([F:8])[CH:5]=[CH:4][C:3]=1[C@:9]1([O:10][CH2:11]1)[C@H:12]([N:25]1[CH:26]=[CH:27][N:23]([C:20]2[CH:19]=[CH:18][C:17]([O:16][CH3:15])=[CH:22][CH:21]=2)[C:24]1=[O:28])[CH3:13]. Procedure details: In the same manner as in Reference Example 5, starting from 1.66 g of (1S)-1-[(2R)-2-(2,4-difluorophenyl)-2-oxiranyl]ethanol and 1.26 g of 1-(4-methoxyphenyl)-2(1H,3H)-imidazolone, 1-[(1R,2S)-2-(2,4-difluorophenyl)-2,3-epoxy-1-methylpropyl]-3-(4-methoxyphenyl)-2(1H,3H)-imidazolone (617 mg) was obtained as colorless prisms. Reactants: C(C1=CC=CC=C1)C1(CCOCC1)NC=O (N-(4-Benzyltetrahydropyran-4-yl)-formamide). The solvent is CCCCCC.CCOC(=O)C (hexane EtOAc). Yields the product O1CCC2(CC1)N=CC1=CC=CC=C1C2 (3,4-Dihydroisoquinoline-3-spiro-4'-tetrahydropyran). RXN SMILES: [CH2:1]([C:8]1([NH:14][CH:15]=O)[CH2:13][CH2:12][O:11][CH2:10][CH2:9]1)[C:2]1[CH:7]=[CH:6][CH:5]=[CH:4][CH:3]=1>CCCCCC.CCOC(C)=O>[O:11]1[CH2:12][CH2:13][C:8]2([CH2:1][C:2]3[C:7](=[CH:6][CH:5]=[CH:4][CH:3]=3)[CH:15]=[N:14]2)[CH2:9][CH2:10]1 |f:1.2|. Reported procedure: Formamide 19 (1.00 g, 4.57 mmol) from the previous experiment is cyclized according to general procedure C to give the imine 21 as a yellow oil after FC (1:1 hexane/EtOAc, then EtOAc). The yield is 0.38 g (41%). 1H NMR (CDCl3) 8.35(s,1), 7.45-7.30(m,3), 7.16(d,1,J=7.0), 4.05-3.95(m,2), 3.80-3.70(m,2), 2.75(s,2), 1.80-1.60(m,4); 13C NMR (CDCl3) 158.21, 134.50, 131.33, 128.25, 128.05, 127.18, 127.13, 63.72, 53.85, 37.29, 37.13; MS(MW=201.3, EI, eE=70 eV) m/z 201(M+), 200, 186, 170, 156 (base peak)... Starting materials: NCCCC1(CN(CC2=CC=CC=C12)C)C1=CC=CC=C1 (4-(3-aminopropyl)-2-methyl-4-phenyl-1,2,3,4-tetrahydroisoquinoline), C1(=CC=CC=C1)N=C=O (phenyl isocyanate). The solvent is C(Cl)(Cl)Cl (chloroform). Run at time 1.5 hour. The product is CN1CC2=CC=CC=C2C(C1)(CCCNC(=O)NC1=CC=CC=C1)C1=CC=CC=C1 (1,2,3,4-Tetrahydro-2-methyl-4-phenyl-4-[3-(phenylureido]propyl]isoquinoline). The yield is 68.4%. RXN SMILES: [NH2:1][CH2:2][CH2:3][CH2:4][C:5]1([C:16]2[CH:21]=[CH:20][CH:19]=[CH:18][CH:17]=2)[C:14]2[C:9](=[CH:10][CH:11]=[CH:12][CH:13]=2)[CH2:8][N:7]([CH3:15])[CH2:6]1.[C:22]1([N:28]=[C:29]=[O:30])[CH:27]=[CH:26][CH:25]=[CH:24][CH:23]=1>C(Cl)(Cl)Cl>[CH3:15][N:7]1[CH2:6][C:5]([C:16]2[CH:21]=[CH:20][CH:19]=[CH:18][CH:17]=2)([CH2:4][CH2:3][CH2:2][NH:1][C:29]([NH:28][C:22]2[CH:27]=[CH:26][CH:25]=[CH:24][CH:23]=2)=[O:30])[C:14]2[C:9](=[CH:10][CH:11]=[CH:12][CH:13]=2)[CH2:8]1. Reported procedure: To a solution of 4-(3-aminopropyl)-2-methyl-4-phenyl-1,2,3,4-tetrahydroisoquinoline (0.4 g) in chloroform (10 ml) was added phenyl isocyanate (0.25 g) and the mixture was stirred at room temperature for 1.5 hours. The reaction mixture was concentrated to dryness and the residue was crystallized from methanolisopropyl ether to provide the title compound (0.39 g) as colorless powder. Reactants: ClC1=NC(=CC(=N1)Cl)Cl (2,4,6-trichloropyrimidine), N1CCNCC1 (piperazine). Run in O1CCCC1 (tetrahydrofuran), O1CCCC1 (tetrahydrofuran). Reaction conditions: time 12 hour. The product is ClC1=NC(=NC(=C1)Cl)N1CCNCC1 (4-(4,6-dichloro-2-pyrimidinyl)piperazine). Reaction SMILES: Cl[C:2]1[N:7]=[C:6]([Cl:8])[CH:5]=[C:4]([Cl:9])[N:3]=1.[NH:10]1[CH2:15][CH2:14][NH:13][CH2:12][CH2:11]1>O1CCCC1>[Cl:9][C:4]1[CH:5]=[C:6]([Cl:8])[N:7]=[C:2]([N:10]2[CH2:15][CH2:14][NH:13][CH2:12][CH2:11]2)[N:3]=1. Procedure details: 0.56 ml (4.87 mmoles) of 2,4,6-trichloropyrimidine diluted with 20 ml of tetrahydrofuran is dropwise added to a solution of 2.0 g (5.12 mmoles) of 1- (3α,16α)-eburnamenine-14-carbonyl!piperazine in 50 ml of tetrahydrofuran at 0° C. After stirring at room temperature for 12 hours the reaction mixture is evaporated to dryness. The residue is distributed between 100 ml of chloroform and 25 ml of 5% sodium hydroxide solution. After separation the organic phase is dried, evaporated and the evaporatio... RXN SMILES: [CH3:24][CH2:25][O:26][C:27](=[O:28])[CH3:29].[CH3:30][c:31]1[cH:32][cH:33][cH:34][cH:35][cH:36]1.[Cl:13][c:14]1[c:15]([Cl:23])[cH:16][c:17]([N+:20](=[O:21])[O-:22])[cH:18][cH:19]1.[F:1][c:2]1[cH:3][c:4]([CH2:5][OH:6])[cH:7][cH:8][cH:9]1.[K+:11].[OH-:10].[OH2:12]>>[F:1][c:2]1[cH:3][c:4]([CH2:5][O:6][c:14]2[c:15]([Cl:23])[cH:16][c:17]([N+:20](=[O:21])[O-:22])[cH:18][cH:19]2)[cH:7][cH:8][cH:9]1. Product: O=[N+]([O-])c1ccc(OCc2cccc(F)c2)c(Cl)c1. Reactants: CCOC(C)=O, Cc1ccccc1, O=[N+]([O-])c1ccc(Cl)c(Cl)c1, OCc1cccc(F)c1, [K+], [OH-], O. The reactants are C1CCOC1, C#C[Si](C)(C)C, Nc1ncc([N+](=O)[O-])c(Cl)c1I, [Cu]I, Cl[Pd]Cl, c1ccc(P(c2ccccc2)c2ccccc2)cc1, c1ccc(P(c2ccccc2)c2ccccc2)cc1. Yields the product C[Si](C)(C)C#Cc1c(N)ncc([N+](=O)[O-])c1Cl. As a reaction SMILES: [CH2:19]1[O:20][CH2:21][CH2:22][CH2:23]1.[CH3:13][Si:14]([CH3:15])([CH3:16])[C:17]#[CH:18].[Cl:1][c:2]1[c:3]([I:12])[c:4]([NH2:11])[n:5][cH:6][c:7]1[N+:8](=[O:9])[O-:10].[Cu:65][I:66].[Pd:24]([Cl:25])[Cl:26].[c:27]1([P:28]([c:29]2[cH:30][cH:31][cH:32][cH:33][cH:34]2)[c:35]2[cH:36][cH:37][cH:38][cH:39][cH:40]2)[cH:41][cH:42][cH:43][cH:44][cH:45]1.[c:46]1([P:47]([c:48]2[cH:49][cH:50][cH:51][cH:52][cH:53]2)[c:54]2[cH:55][cH:56][cH:57][cH:58][cH:59]2)[cH:60][cH:61][cH:62][cH:63][cH:64]1>>[Cl:1][c:2]1[c:3]([C:18]#[C:17][Si:14]([CH3:13])([CH3:15])[CH3:16])[c:4]([NH2:11])[n:5][cH:6][c:7]1[N+:8](=[O:9])[O-:10]. Reactants: CC(C)(C(=O)O)c1ccccc1, NCc1ccc(F)cc1F. Reagents/catalysts: CCN=C=NCCCN(C)C.Cl (EDC-HCl), CN1CCOCC1 (NMM), C1=CC=C2C(=C1)N=NN2O (HOBt). Solvent: CN(C)C=O (DMF), CN(C)C=O (DMF), CN(C)C=O (DMF), CN(C)C=O (DMF), CN(C)C=O (DMF), CN(C)C=O (DMF). Run at temperature 25 celsius, time 2 hour. The product is CC(C)(C(=O)NCc1ccc(F)cc1F)c1ccccc1. Yield: 33.9%. Reaction SMILES: NCc1ccc(F)cc1F.CC(C)(C(=O)O)c1ccccc1.CCN=C=NCCCN(C)C.Cl.C1=CC=C2C(=C1)N=NN2O.CN1CCOCC1.CN(C)C=O>>CC(C)(C(=O)NCc1ccc(F)cc1F)c1ccccc1. RXN SMILES: [CH3:1][O:2][c:3]1[cH:4][c:5]2[c:6]([O:15][c:16]3[cH:17][cH:18][c:19]([NH2:22])[cH:20][cH:21]3)[cH:7][cH:8][n:9][c:10]2[cH:11][c:12]1[O:13][CH3:14].[CH3:37][c:38]1[cH:39][cH:40][cH:41][cH:42][cH:43]1.[Cl:23][c:24]1[cH:25][c:26]([N:34]=[C:35]=[O:36])[c:27]([O:32][CH3:33])[cH:28][c:29]1[O:30][CH3:31]>>[CH3:1][O:2][c:3]1[cH:4][c:5]2[c:6]([O:15][c:16]3[cH:17][cH:18][c:19]([NH:22][C:35]([NH:34][c:26]4[cH:25][c:24]([Cl:23])[c:29]([O:30][CH3:31])[cH:28][c:27]4[O:32][CH3:33])=[O:36])[cH:20][cH:21]3)[cH:7][cH:8][n:9][c:10]2[cH:11][c:12]1[O:13][CH3:14]. Starting materials: COc1cc2nccc(Oc3ccc(N)cc3)c2cc1OC, Cc1ccccc1, COc1cc(OC)c(N=C=O)cc1Cl. Yields the product COc1cc(OC)c(NC(=O)Nc2ccc(Oc3ccnc4cc(OC)c(OC)cc34)cc2)cc1Cl. Starting materials: OC=1C=C(C=C(C1)O)SCC(CC(=O)OC)=O (methyl 4-((3,5-dihydroxyphenyl)sulfanyl)-3-oxobutanoate), ice water. The solvent is S(=O)(=O)(C)O (MsOH). Run at time 30 minute. Yields the product COC(CC1=CSC2=C1C(=CC(=C2)O)O)=O (Methyl(4,6-dihydroxy-1-benzothiophen-3-yl)acetate). The yield is 51.3%. Reaction SMILES: [OH:1][C:2]1[CH:3]=[C:4]([S:9][CH2:10][C:11](=O)[CH2:12][C:13]([O:15][CH3:16])=[O:14])[CH:5]=[C:6]([OH:8])[CH:7]=1>S(O)(C)(=O)=O>[CH3:16][O:15][C:13](=[O:14])[CH2:12][C:11]1[C:5]2[C:6]([OH:8])=[CH:7][C:2]([OH:1])=[CH:3][C:4]=2[S:9][CH:10]=1. Procedure: To MsOH (50 mL) was added methyl 4-((3,5-dihydroxyphenyl)sulfanyl)-3-oxobutanoate (15.1 g) at room temperature. The mixture was stirred at room temperature for 30 min. The mixture was poured into ice-water at 0° C. and extracted with EtOAc. The organic layer was separated, washed successively with water and brine, dried over MgSO4 and concentrated in vacuo. The residue was purified by silica gel column chromatography (EtOAc/hexane). The product was crystallized from EtOAc-IPE to give the title c... The reactants are ClC=1C=CC=2C3=C(N(C2C1)C)C(N(N=C3C(=O)OCC)C3=CC(=CC=C3)Cl)=O (ethyl 7-chloro-3-(3-chlorophenyl)-5-methyl-4-oxo-3,5-dihydro-4H-pyridazino[4,5-b]indole-1-carboxylate), Cl.CNC (dimethylamine hydrochloride), C1(=CC=CC=C1)C (toluene), C[Al](C)C (trimethylaluminium). The solvent is ClCCl (dichloromethane), O (water). Conditions: temperature 0 celsius, time 2 hour. Product: ClC=1C=CC=2C3=C(N(C2C1)C)C(N(N=C3C(=O)N(C)C)C3=CC(=CC=C3)Cl)=O (7-Chloro-3-(3-chlorophenyl)-N,N,5-trimethyl-4-oxo-3,5-dihydro-4H-pyridazino[4,5-b]indole-1-carboxamide). The yield is 52.1%. As a reaction SMILES: Cl.[CH3:2][NH:3][CH3:4].C1(C)C=CC=CC=1.C[Al](C)C.[Cl:16][C:17]1[CH:18]=[CH:19][C:20]2[C:21]3[C:30]([C:31](OCC)=[O:32])=[N:29][N:28]([C:36]4[CH:41]=[CH:40][CH:39]=[C:38]([Cl:42])[CH:37]=4)[C:27](=[O:43])[C:22]=3[N:23]([CH3:26])[C:24]=2[CH:25]=1>ClCCl.O>[Cl:16][C:17]1[CH:18]=[CH:19][C:20]2[C:21]3[C:30]([C:31]([N:3]([CH3:4])[CH3:2])=[O:32])=[N:29][N:28]([C:36]4[CH:41]=[CH:40][CH:39]=[C:38]([Cl:42])[CH:37]=4)[C:27](=[O:43])[C:22]=3[N:23]([CH3:26])[C:24]=2[CH:25]=1 |f:0.1|. Reported procedure: 0.815 g (10 mmol) of dimethylamine hydrochloride is introduced into 100 ml of toluene under argon, the solution is cooled to 0° C. and then 5 ml (10 mmol) of a trimethylaluminium solution (2M in toluene) are added in small portions. After stirring for 2 h at room temperature, 0.8 g (1.92 mmol) of ethyl 7-chloro-3-(3-chlorophenyl)-5-methyl-4-oxo-3,5-dihydro-4H-pyridazino[4,5-b]indole-1-carboxylate is added and the mixture is heated at reflux for 5 h. The solution is cooled to approximately 0° C. ...